This data is from the Open Reaction Database (ORD), a public repository of structured organic reaction records. The task is: describe an organic reaction: reactants, conditions, products, and yield The reactants are CCCC(O)c1ccc(Br)cc1F, ClCCl, O=C(O)C(F)(F)F. The product is CCCC(=O)c1ccc(Br)cc1F. As a reaction SMILES: [Br:8][c:9]1[cH:10][c:11]([F:20])[c:12]([CH:15]([CH2:16][CH2:17][CH3:18])[OH:19])[cH:13][cH:14]1.[Cl:21][CH2:22][Cl:23].[OH:1][C:2]([C:3]([F:4])([F:5])[F:6])=[O:7]>>[Br:8][c:9]1[cH:10][c:11]([F:20])[c:12]([C:15]([CH2:16][CH2:17][CH3:18])=[O:19])[cH:13][cH:14]1.